This data is from the Open Reaction Database (ORD), a public repository of structured organic reaction records. The task is: describe an organic reaction: reactants, conditions, products, and yield Yields the product C(#N)C1CN(C1)C([C@@H](C)NC(=O)C1=CN(C2=NC=C(N=C21)C2=NN(C1=CC(=CC(=C21)F)Cl)C)COCC[Si](C)(C)C)=O (2-(6-chloro-4-fluoro-1-methyl-1H-indazol-3-yl)-5-(2-trimethylsilanylethoxymethyl)-5H-pyrrolo[2,3-b]pyrazine-7-carboxylic acid [(R)-2-(3-cyano-azetidin-1-yl)-1-methyl-2-oxo-ethyl]-amide). Reaction SMILES: FC(F)(F)C(O)=O.[NH2:8][C@H:9]([CH3:18])[C:10]([N:12]1[CH2:15][CH:14]([C:16]#[N:17])[CH2:13]1)=[O:11].[Cl:19][C:20]1[CH:28]=[C:27]2[C:23]([C:24]([C:30]3[N:31]=[C:32]4[C:38]([C:39](O)=[O:40])=[CH:37][N:36]([CH2:42][O:43][CH2:44][CH2:45][Si:46]([CH3:49])([CH3:48])[CH3:47])[C:33]4=[N:34][CH:35]=3)=[N:25][N:26]2[CH3:29])=[C:22]([F:50])[CH:21]=1.F[B-](F)(F)F.N1(OC(N(C)C)=[N+](C)C)C2C=CC=CC=2N=N1.C(N(CC)C(C)C)(C)C>C(#N)C.C(OCC)(=O)C.O>[C:16]([CH:14]1[CH2:13][N:12]([C:10](=[O:11])[C@H:9]([NH:8][C:39]([C:38]2[C:32]3[C:33](=[N:34][CH:35]=[C:30]([C:24]4[C:23]5[C:27](=[CH:28][C:20]([Cl:19])=[CH:21][C:22]=5[F:50])[N:26]([CH3:29])[N:25]=4)[N:31]=3)[N:36]([CH2:42][O:43][CH2:44][CH2:45][Si:46]([CH3:49])([CH3:48])[CH3:47])[CH:37]=2)=[O:40])[CH3:18])[CH2:15]1)#[N:17] |f:0.1,3.4|. Reaction conditions: time 18 hour. Solvent: C(C)(=O)OCC (ethyl acetate), O (water), C(C)#N (acetonitrile). Yield: 82.0%. Starting materials: C(C)(C)N(C(C)C)CC (N,N-diisopropylethylamine), FC(C(=O)O)(F)F.N[C@@H](C(=O)N1CC(C1)C#N)C (1-((R)-2-amino-propionyl)-azetidine-3-carbonitrile trifluoroacetate), F[B-](F)(F)F.N1(N=NC2=C1C=CC=C2)OC(=[N+](C)C)N(C)C (O-benzotriazol-1-yl-N,N,N′,N′-tetramethyluronium tetrafluoroborate), ClC1=CC(=C2C(=NN(C2=C1)C)C=1N=C2C(=NC1)N(C=C2C(=O)O)COCC[Si](C)(C)C)F (2-(6-chloro-4-fluoro-1-methyl-1H-indazol-3-yl)-5-(2-trimethylsilanyl-ethoxymethyl)-5H-pyrrolo[2,3-b]pyrazine-7-carboxylic acid). Procedure: 1-((R)-2-Amino-propionyl)-azetidine-3-carbonitrile trifluoroacetate (crude from Step 7) was dissolved in acetonitrile (2 ml) to which was then added 2-(6-chloro-4-fluoro-1-methyl-1H-indazol-3-yl)-5-(2-trimethylsilanyl-ethoxymethyl)-5H-pyrrolo[2,3-b]pyrazine-7-carboxylic acid (80 mg, 0.168 mmol), O-benzotriazol-1-yl-N,N,N′,N′-tetramethyluronium tetrafluoroborate (81 mg, 0.252 mmol) and N,N-diisopropylethylamine (0.15 ml, 0.84 mmol). The reaction was stirred at room temperature for 18 h and then w... Starting materials: ClC=1C(OC2=CC(=CC=C2C1C)O)=O (3-chloro-7-hydroxy-4-methylcoumarin), BrCC(=O)C1=CC=CC=C1 (2-bromoacetophenone). Yields the product ClC=1C(OC2=C(C1C)C=CC(=C2)OCC2(CC(C(O2)=O)=C)C2=CC=CC=C2)=O (3-Chloro-7-[(2,3,4,5-tetrahydro-3-methylene-2-oxo-5-phenyl-5-furanyl) methoxy]-4-methyl-2H-1-benzopyran-2-one). Isolated yield 71.0%. As a reaction SMILES: [Cl:1][C:2]1[C:3](=[O:14])[O:4][C:5]2[C:10]([C:11]=1[CH3:12])=[CH:9][CH:8]=[C:7]([OH:13])[CH:6]=2.Br[CH2:16][C:17]([C:19]1[CH:24]=[CH:23][CH:22]=[CH:21][CH:20]=1)=[O:18]>>[Cl:1][C:2]1[C:3](=[O:14])[O:4][C:5]2[CH:6]=[C:7]([O:13][CH2:16][C:17]3([C:19]4[CH:24]=[CH:23][CH:22]=[CH:21][CH:20]=4)[O:18][C:5](=[O:4])[C:10](=[CH2:9])[CH2:11]3)[CH:8]=[CH:9][C:10]=2[C:11]=1[CH3:12]. Procedure: Compound 7 was prepared from 3-chloro-7-hydroxy-4-methylcoumarin and 2-bromoacetophenone according to the procedure given for 4, yield: 71%;